Dataset: the Open Reaction Database (ORD), a public repository of structured organic reaction records. Task: describe an organic reaction: reactants, conditions, products, and yield The reactants are ClCCl, O=C(OO)c1cccc(Cl)c1, COC(=O)CSCc1cccc(C=CC(=O)c2c(O)cc(C)n(C)c2=O)c1. Product: COC(=O)CS(=O)Cc1cccc(C=CC(=O)c2c(O)cc(C)n(C)c2=O)c1. Reaction SMILES: [CH2:39]([Cl:40])[Cl:41].[Cl:28][c:29]1[cH:30][cH:31][cH:32][c:33]([C:34]([O:35][OH:37])=[O:36])[cH:38]1.[OH:1][c:2]1[c:3]([C:11]([CH:12]=[CH:13][c:14]2[cH:15][c:16]([CH2:20][S:21][CH2:22][C:23](=[O:24])[O:25][CH3:26])[cH:17][cH:18][cH:19]2)=[O:27])[c:4](=[O:10])[n:5]([CH3:9])[c:6]([CH3:8])[cH:7]1>>[OH:1][c:2]1[c:3]([C:11]([CH:12]=[CH:13][c:14]2[cH:15][c:16]([CH2:20][S:21]([CH2:22][C:23](=[O:24])[O:25][CH3:26])=[O:36])[cH:17][cH:18][cH:19]2)=[O:27])[c:4](=[O:10])[n:5]([CH3:9])[c:6]([CH3:8])[cH:7]1. Reactants: O (Water), FC(C(=O)O)(F)F.COC(CC1=CC2=CC=C(C=C2C(=C1C)C1CCNCC1)F)=O ((6-fluoro-3-methyl-4-piperidin-4-yl-naphthalen-2-yl)-acetic acid methyl ester trifluoroacetate salt), C(C)(C)N(C(C)C)CC (N,N-diisopropylethylamine), FC(C=1C=C(C=CC1)S(=O)(=O)Cl)(F)F (3-(trifluoromethyl)benzenesulfonyl chloride). Run in C(Cl)Cl (methylene chloride). Run at temperature 0 celsius, time 10 minute. Yields the product COC(CC1=CC2=CC=C(C=C2C(=C1C)C1CCN(CC1)S(=O)(=O)C1=CC(=CC=C1)C(F)(F)F)F)=O ({6-fluoro-3-methyl-4-[1-(3-trifluoromethyl-benzenesulfonyl)-piperidin-4-yl]-naphthalen-2-yl}-acetic acid methyl ester). The yield is 83.8%. RXN SMILES: FC(F)(F)C(O)=O.[CH3:8][O:9][C:10](=[O:30])[CH2:11][C:12]1[C:21]([CH3:22])=[C:20]([CH:23]2[CH2:28][CH2:27][NH:26][CH2:25][CH2:24]2)[C:19]2[C:14](=[CH:15][CH:16]=[C:17]([F:29])[CH:18]=2)[CH:13]=1.C(N(CC)C(C)C)(C)C.[F:40][C:41]([F:53])([F:52])[C:42]1[CH:43]=[C:44]([S:48](Cl)(=[O:50])=[O:49])[CH:45]=[CH:46][CH:47]=1.O>C(Cl)Cl>[CH3:8][O:9][C:10](=[O:30])[CH2:11][C:12]1[C:21]([CH3:22])=[C:20]([CH:23]2[CH2:24][CH2:25][N:26]([S:48]([C:44]3[CH:45]=[CH:46][CH:47]=[C:42]([C:41]([F:40])([F:52])[F:53])[CH:43]=3)(=[O:50])=[O:49])[CH2:27][CH2:28]2)[C:19]2[C:14](=[CH:15][CH:16]=[C:17]([F:29])[CH:18]=2)[CH:13]=1 |f:0.1|. Procedure: To a 0° C. solution of (6-fluoro-3-methyl-4-piperidin-4-yl-naphthalen-2-yl)-acetic acid methyl ester trifluoroacetate salt (which may be prepared as described above; 102 mg, 0.237 mmol) and N,N-diisopropylethylamine (124 μL, 0.711 mmol) in methylene chloride (6.0 mL) was added 3-(trifluoromethyl)benzenesulfonyl chloride (76 μL, 0.474 mmol). After stirring for ˜10 minutes at 0° C., the light yellow reaction mixture was allowed to warm to room temperature and then was stirred for overnight at room... The reactants are COC1=CC=C(C=C1)C(C1=CC=CC=C1)(C1=CC=C(C=C1)OC)NC1=N[C@](C(C(N1C)=O)(C)C)(C)C1=C(C=CC(=C1)Br)F ((S)-2-{[bis-(4-methoxy-phenyl)-phenyl-methyl]-amino}-6-(5-bromo-2-fluoro-phenyl)-3,5,5,6-tetramethyl-5,6-dihydro-3H-pyrimidin-4-one), COC1=CC=C(C=C1)C(C1=CC=CC=C1)(C1=CC=C(C=C1)OC)NC1=N[C@](C(C(N1C)=O)(C)C)(C)C1=C(C=CC(=C1)Br)F ((S)-2-{[bis-(4-methoxy-phenyl)-phenyl-methyl]-amino}-6-(5-bromo-2-fluoro-phenyl)-3,5,5,6-tetramethyl-5,6-dihydro-3H-pyrimidin-4-one), NC=1C=CC(=NC1)Cl (5-amino-2-chloropyridine). Product: NC1=N[C@](C(C(N1C)=O)(C)C)(C)C1=C(C=CC(=C1)NC=1C=NC(=CC1)Cl)F ((S)-2-Amino-6-(5-(6-chloropyridin-3-ylamino)-2-fluorophenyl)-3,5,5,6-tetramethyl-5,6-dihydropyrimidin-4(3H)-one). Reaction SMILES: COC1C=CC(C([NH:24][C:25]2[N:30]([CH3:31])[C:29](=[O:32])[C:28]([CH3:34])([CH3:33])[C@:27]([C:36]3[CH:41]=[C:40](Br)[CH:39]=[CH:38][C:37]=3[F:43])([CH3:35])[N:26]=2)(C2C=CC(OC)=CC=2)C2C=CC=CC=2)=CC=1.[NH2:44][C:45]1[CH:46]=[CH:47][C:48]([Cl:51])=[N:49][CH:50]=1>>[NH2:24][C:25]1[N:30]([CH3:31])[C:29](=[O:32])[C:28]([CH3:33])([CH3:34])[C@:27]([C:36]2[CH:41]=[C:40]([NH:44][C:45]3[CH:50]=[N:49][C:48]([Cl:51])=[CH:47][CH:46]=3)[CH:39]=[CH:38][C:37]=2[F:43])([CH3:35])[N:26]=1. Procedure: The coupling of (S)-2-{[bis-(4-methoxy-phenyl)-phenyl-methyl]-amino}-6-(5-bromo-2-fluoro-phenyl)-3,5,5,6-tetramethyl-5,6-dihydro-3H-pyrimidin-4-one (intermediate K) and 5-amino-2-chloropyridine according to procedure B followed by deprotection yielded the title compound as an off-white foam. MS (ESI): m/z=390.2/392.2 [M+H]+. The reactants are C(C)OC(C1=C(C=C(C=C1)N1C=C(C2=CC=C(C=C12)OCC1=CC=CC=C1)C#N)OCOC)=O (4-(6-benzyloxy-3-cyanoindol-1-yl)-2-methoxymethoxybenzoic acid ethyl ester), C(C)(=O)OCC (ethyl acetate). Reagents/catalysts: [C].[Pd] (palladium-carbon). The solvent is CO (methanol). Run at temperature 40 celsius, time 3 hour. The product is C(C)OC(C1=C(C=C(C=C1)N1C=C(C2=CC=C(C=C12)O)C#N)OCOC)=O (4-(3-Cyano-6-hydroxyindol-1-yl)-2-methoxymethoxybenzoic acid ethyl ester). RXN SMILES: [CH2:1]([O:3][C:4](=[O:34])[C:5]1[CH:10]=[CH:9][C:8]([N:11]2[C:19]3[C:14](=[CH:15][CH:16]=[C:17]([O:20]CC4C=CC=CC=4)[CH:18]=3)[C:13]([C:28]#[N:29])=[CH:12]2)=[CH:7][C:6]=1[O:30][CH2:31][O:32][CH3:33])[CH3:2].C(OCC)(=O)C>[C].[Pd].CO>[CH2:1]([O:3][C:4](=[O:34])[C:5]1[CH:10]=[CH:9][C:8]([N:11]2[C:19]3[C:14](=[CH:15][CH:16]=[C:17]([OH:20])[CH:18]=3)[C:13]([C:28]#[N:29])=[CH:12]2)=[CH:7][C:6]=1[O:30][CH2:31][O:32][CH3:33])[CH3:2] |f:2.3|. Procedure: To a solution of 4-(6-benzyloxy-3-cyanoindol-1-yl)-2-methoxymethoxybenzoic acid ethyl ester in a mixed solvent of ethyl acetate (60 mL) and methanol (60 mL) was added palladium-carbon powder (0.61 g) under argon atmosphere at 0° C. and this mixture was stirred at 40° C. under a hydrogen atmosphere for 3 hours. The insoluble material was removed by filtration, and the filtrate was concentrated under reduced pressure to give the title compound (2.5 g)